From a dataset of the Open Reaction Database (ORD), a public repository of structured organic reaction records. describe an organic reaction: reactants, conditions, products, and yield The reactants are N (ammonia), C(C(C)(C)C)(=O)OCN1C=NC2=CC(=CC(=C2C1=O)OC1CCN(CC1)C)OC ((7-methoxy-5-((1-methylpiperidin-4-yl)oxy)-4-oxoquinazolin-3(4H)-yl)methyl pivalate). The solvent is CO (methanol). Run at time 18 hour. The product is COC1=CC(=C2C(NC=NC2=C1)=O)OC1CCN(CC1)C (7-methoxy-5-((1-methylpiperidin-4-yl)oxy)quinazolin-4(3H)-one). Yield: 75.1%. RXN SMILES: N.C(OC[N:10]1[C:19](=[O:20])[C:18]2[C:13](=[CH:14][C:15]([O:29][CH3:30])=[CH:16][C:17]=2[O:21][CH:22]2[CH2:27][CH2:26][N:25]([CH3:28])[CH2:24][CH2:23]2)[N:12]=[CH:11]1)(=O)C(C)(C)C>CO>[CH3:30][O:29][C:15]1[CH:14]=[C:13]2[C:18]([C:19](=[O:20])[NH:10][CH:11]=[N:12]2)=[C:17]([O:21][CH:22]2[CH2:27][CH2:26][N:25]([CH3:28])[CH2:24][CH2:23]2)[CH:16]=1. Procedure details: 7.0 N ammonia in methanol (25 ml) was added to (7-methoxy-5-((1-methylpiperidin-4-yl)oxy)-4-oxoquinazolin-3(4H)-yl)methyl pivalate (370 mg, 0.92 mmol) and the solution stirred at ambient temperature for 18 hours. The reaction mixture was concentrated in vacuo to give an oil which was triturated with diethyl ether to give an orange solid which was collected by suction filtration and dried in vacuo to yield 7-methoxy-5-((1-methylpiperidin-4-yl)oxy)quinazolin-4(3H)-one (200 mg, 75% yield):